From a dataset of the Open Reaction Database (ORD), a public repository of structured organic reaction records. describe an organic reaction: reactants, conditions, products, and yield The reactants are C1(CC1)NC(CN1C(C(=C(C2=NC=C(C=C12)CC1=CC=C(C=C1)F)O)C(=O)OCC)=O)=O (ethyl 1-[2-(cyclopropylamino)-2-oxoethyl]-7-[(4-fluorophenyl)methyl]-4-hydroxy-2-oxo-1,2-dihydro-1,5-naphthyridine-3-carboxylate), C1(CCC1)N (cyclobutylamine). Yields the product C1(CCC1)NC(=O)C=1C(N(C2=CC(=CN=C2C1O)CC1=CC=C(C=C1)F)CC(=O)NC1CC1)=O (N-cyclobutyl-1-[2-(cyclopropylamino)-2-oxoethyl]-7-[(4-fluorophenyl)methyl]-4-hydroxy-2-oxo-1,2-dihydro-1,5-naphthyridine-3-carboxamide). Reaction SMILES: [CH:1]1([NH:4][C:5](=[O:32])[CH2:6][N:7]2[C:16]3[C:11](=[N:12][CH:13]=[C:14]([CH2:17][C:18]4[CH:23]=[CH:22][C:21]([F:24])=[CH:20][CH:19]=4)[CH:15]=3)[C:10]([OH:25])=[C:9]([C:26]([O:28]CC)=O)[C:8]2=[O:31])[CH2:3][CH2:2]1.[CH:33]1([NH2:37])[CH2:36][CH2:35][CH2:34]1>>[CH:33]1([NH:37][C:26]([C:9]2[C:8](=[O:31])[N:7]([CH2:6][C:5]([NH:4][CH:1]3[CH2:2][CH2:3]3)=[O:32])[C:16]3[C:11]([C:10]=2[OH:25])=[N:12][CH:13]=[C:14]([CH2:17][C:18]2[CH:23]=[CH:22][C:21]([F:24])=[CH:20][CH:19]=2)[CH:15]=3)=[O:28])[CH2:36][CH2:35][CH2:34]1. Reported procedure: This compound was prepared from ethyl 1-[2-(cyclopropylamino)-2-oxoethyl]-7-[(4-fluorophenyl)methyl]-4-hydroxy-2-oxo-1,2-dihydro-1,5-naphthyridine-3-carboxylate and cyclobutylamine by methods similar to those described in Example 245. The crude material was triturated with a mixture of MeOH and 1N HCl to afford the product as a white solid: 1H NMR (d6-DMSO) δ 10.30 (1H, d, J=7 Hz), 8.54 (1H, s), 8.24 (1H, d, J=4 Hz), 7.74 (1H, s), 7.32 (2H, dd, J=8.4, 5.7 Hz), 7.11 (2H, t, J˜9 Hz), 4.80 (2H, s),... Starting materials: ClCCCBr, CC(=O)Nc1ccc(-c2cc(=O)c3c(N)c(F)cc(F)c3o2)cc1F, CN(C)C=O, [H-], [Na+], O. Yields the product CC(=O)N(CCCCl)c1ccc(-c2cc(=O)c3c(N)c(F)cc(F)c3o2)cc1F. As a reaction SMILES: [Br:28][CH2:29][CH2:30][CH2:31][Cl:32].[C:1]([CH3:2])(=[O:3])[NH:4][c:5]1[c:6]([F:25])[cH:7][c:8](-[c:11]2[o:12][c:13]3[c:14]([c:15](=[O:17])[cH:16]2)[c:18]([NH2:24])[c:19]([F:23])[cH:20][c:21]3[F:22])[cH:9][cH:10]1.[CH3:34][N:35]([CH3:36])[CH:37]=[O:38].[H-:26].[Na+:27].[OH2:33]>>[C:1]([CH3:2])(=[O:3])[N:4]([c:5]1[c:6]([F:25])[cH:7][c:8](-[c:11]2[o:12][c:13]3[c:14]([c:15](=[O:17])[cH:16]2)[c:18]([NH2:24])[c:19]([F:23])[cH:20][c:21]3[F:22])[cH:9][cH:10]1)[CH2:29][CH2:30][CH2:31][Cl:32]. The reactants are 3B, C1(=CC=CC=C1)C(N1C(C(C2=CC=CC=C12)(O)C1=C(C=C(C(=C1)F)OC)O)=O)C1=CC=CC=C1 (1-(diphenylmethyl)-3-(5-fluoro-2-hydroxy-4-methoxyphenyl)-3-hydroxy-1,3-dihydro-2H-indol-2-one), C1(=CC=CC=C1)C(N1C(C(C2=CC=CC=C12)(C1=C(C=C(C(=C1)C)OC)O)O)=O)C1=CC=CC=C1 (1-(diphenylmethyl)-3-hydroxy-3-(2-hydroxy-4-methoxy-5-methylphenyl)-1,3-dihydro-2H-indol-2-one). The product is C1(=CC=CC=C1)C(N1C(C(C2=CC=CC=C12)C1=C(C=C(C(=C1)F)OC)O)=O)C1=CC=CC=C1 (1-(diphenylmethyl)-3-(5-fluoro-2-hydroxy-4-methoxyphenyl)-1,3-dihydro-2H-indol-2-one). As a reaction SMILES: [C:1]1([CH:7]([C:29]2[CH:34]=[CH:33][CH:32]=[CH:31][CH:30]=2)[N:8]2[C:16]3[C:11](=[CH:12][CH:13]=[CH:14][CH:15]=3)[C:10]([C:18]3[CH:23]=[C:22]([F:24])[C:21]([O:25][CH3:26])=[CH:20][C:19]=3[OH:27])(O)[C:9]2=[O:28])[CH:6]=[CH:5][CH:4]=[CH:3][CH:2]=1.C1(C(C2C=CC=CC=2)N2C3C(=CC=CC=3)C(O)(C3C=C(C)C(OC)=CC=3O)C2=O)C=CC=CC=1>>[C:29]1([CH:7]([C:1]2[CH:6]=[CH:5][CH:4]=[CH:3][CH:2]=2)[N:8]2[C:16]3[C:11](=[CH:12][CH:13]=[CH:14][CH:15]=3)[CH:10]([C:18]3[CH:23]=[C:22]([F:24])[C:21]([O:25][CH3:26])=[CH:20][C:19]=3[OH:27])[C:9]2=[O:28])[CH:30]=[CH:31][CH:32]=[CH:33][CH:34]=1. Procedure: Following the procedure as described in PREPARATION 3B, and making non-critical variations using 1-(diphenylmethyl)-3-(5-fluoro-2-hydroxy-4-methoxyphenyl)-3-hydroxy-1,3-dihydro-2H-indol-2-one to replace 1-(diphenylmethyl)-3-hydroxy-3-(2-hydroxy-4-methoxy-5-methylphenyl)-1,3-dihydro-2H-indol-2-one, 1-(diphenylmethyl)-3-(5-fluoro-2-hydroxy-4-methoxyphenyl)-1,3-dihydro-2H-indol-2-one was obtained (73%): 1H NMR (300 MHz, CDCl3) δ 9.33-8.84 (br, 1H), 7.41-7.25 (m, 9H), 7.22-7.04 (m, 4H), 6.92 (s, 1H)... Starting materials: O=C(c1ncc[nH]1)c1ncc[nH]1, COc1ccc(C(CC(=O)O)N2C(=O)c3ccccc3C2=O)cc1OC(C)C, Cl, NO, C1CCOC1. RXN SMILES: [C:29]([c:30]1[nH:31][cH:32][cH:33][n:34]1)([c:35]1[nH:36][cH:37][cH:38][n:39]1)=[O:40].[CH3:1][CH:2]([CH3:3])[O:4][c:5]1[cH:6][c:7]([CH:13]([CH2:14][C:15](=[O:16])[OH:17])[N:18]2[C:19](=[O:28])[c:20]3[c:21]([cH:24][cH:25][cH:26][cH:27]3)[C:22]2=[O:23])[cH:8][cH:9][c:10]1[O:11][CH3:12].[ClH:41].[NH2:42][OH:43].[O:44]1[CH2:45][CH2:46][CH2:47][CH2:48]1>>[CH3:1][CH:2]([CH3:3])[O:4][c:5]1[cH:6][c:7]([CH:13]([CH2:14][C:15](=[O:16])[NH:42][OH:43])[N:18]2[C:19](=[O:28])[c:20]3[c:21]([cH:24][cH:25][cH:26][cH:27]3)[C:22]2=[O:23])[cH:8][cH:9][c:10]1[O:11][CH3:12]. Yields the product COc1ccc(C(CC(=O)NO)N2C(=O)c3ccccc3C2=O)cc1OC(C)C. The reactants are FC1=C(C#N)C=C(C=C1)C=C1OC(C=2CCCCC12)=O (2-fluoro-5-((3-oxo-4,5,6,7-tetrahydroisobenzofuran-1(3H)-ylidene)methyl)benzonitrile), [OH-].[Na+] (sodium hydroxide), Cl (hydrochloric acid), O.NN (hydrazine monohydrate). Solvent: O (water). Conditions: temperature 90 celsius, time 17 hour. The product is FC1=C(C(=O)O)C=C(C=C1)CC1=NNC(C=2CCCCC12)=O (2-fluoro-5-((4-oxo-3,4,5,6,7,8-hexahydrophthalazin-1-yl)methyl)benzoic acid). As a reaction SMILES: [F:1][C:2]1[CH:9]=[CH:8][C:7]([CH:10]=[C:11]2[C:19]3[CH2:18][CH2:17][CH2:16][CH2:15][C:14]=3[C:13](=O)[O:12]2)=[CH:6][C:3]=1[C:4]#N.[OH-:21].[Na+].[OH2:23].[NH2:24][NH2:25].Cl>O>[F:1][C:2]1[CH:9]=[CH:8][C:7]([CH2:10][C:11]2[C:19]3[CH2:18][CH2:17][CH2:16][CH2:15][C:14]=3[C:13](=[O:12])[NH:25][N:24]=2)=[CH:6][C:3]=1[C:4]([OH:23])=[O:21] |f:1.2,3.4|. Procedure details: To a suspension of EXAMPLE 1C (1.46 g) in water (15 mL) was added 50% sodium hydroxide. The mixture was heated at 90° C. for 1 hour. After cooling to 70° C., hydrazine monohydrate (0.54 mL) was added, and the solution was stirred at 70° C. for 17 hours. The solution was cooled to ambient temperature and brought to pH 4 with 6N hydrochloric acid. The precipitate was filtered, washed with water and dried. 1H NMR (DMSO-d6) δ1.55-1.69 (m, 4H), 2.31-2.42 (m, 4H), 3.93 (s, 2H), 7.24 (dd, J=10.8, 8.5 H... Reactants: S(O)(O)(=O)=O (sulfuric acid), C1(=CC=CC=C1)C (toluene), ClC1=CC=C(C(=O)C2=C(C(=O)O)C=CC=C2)C=C1 (2-(4-chlorobenzoyl)benzoic acid), solution, C[Mg]Cl (methylmagnesium chloride). Run in O1CCCC1 (tetrahydrofuran), O1CCCC1 (tetrahydrofuran). Product: ClC1=CC=C(C=C1)C1(OC(C2=CC=CC=C12)=O)C (3-(4-chlorophenyl)-3-methyl-1(3H)-isobenzofuranone). As a reaction SMILES: [Cl:1][C:2]1[CH:18]=[CH:17][C:5]([C:6]([C:8]2[CH:16]=[CH:15][CH:14]=[CH:13][C:9]=2[C:10]([OH:12])=O)=[O:7])=[CH:4][CH:3]=1.[CH3:19][Mg]Cl.S(=O)(=O)(O)O.C1(C)C=CC=CC=1>O1CCCC1>[Cl:1][C:2]1[CH:3]=[CH:4][C:5]([C:6]2([CH3:19])[C:8]3[C:9](=[CH:13][CH:14]=[CH:15][CH:16]=3)[C:10](=[O:12])[O:7]2)=[CH:17][CH:18]=1. Procedure: Over a period of 30 minutes a solution of 130 g of 2-(4-chlorobenzoyl)benzoic acid in 300 ml of anhydrous tetrahydrofuran was added drop-wise under nitrogen to 900 ml of a stirred 3M solution of methylmagnesium chloride in anhydrous tetrahydrofuran. After the addition the reaction mixture was kept at reflux temperature for 1 hour. Afterwards it was cooled in an ice bath to room temperature and 1 L of an aqueous 2N sulfuric acid solution was added slowly, followed by 600 ml of toluene. The organi... Reactants: C(C)(C)(C)OC(=O)N1[C@@H](C[C@H](C1)OCC1=CC=CC=C1)C(=O)O ((2S,4R)-4-benzyloxy-pyrrolidine-1,2-dicarboxylic acid 1-tert-butyl ester), Ag2O, CI (MeI). Solvent: C1CCOC1 (THF), C1CCOC1 (THF), CC#N (MeCN). Conditions: time 1 hour. Product: C(C)(C)(C)OC(=O)N1[C@@H](C[C@H](C1)OCC1=CC=CC=C1)COC ((2S,4R)-4-benzyloxy-2-methoxymethyl-pyrrolidine-1-carboxylic acid tert-butyl ester). Isolated yield 62.2%. Reaction SMILES: [C:1]([O:5][C:6]([N:8]1[CH2:12][C@H:11]([O:13][CH2:14][C:15]2[CH:20]=[CH:19][CH:18]=[CH:17][CH:16]=2)[CH2:10][C@H:9]1[C:21]([OH:23])=O)=[O:7])([CH3:4])([CH3:3])[CH3:2].[CH3:24]I>C1COCC1.CC#N>[C:1]([O:5][C:6]([N:8]1[CH2:12][C@H:11]([O:13][CH2:14][C:15]2[CH:20]=[CH:19][CH:18]=[CH:17][CH:16]=2)[CH2:10][C@H:9]1[CH2:21][O:23][CH3:24])=[O:7])([CH3:4])([CH3:3])[CH3:2]. Procedure: To a solution of (2S,4R)-4-benzyloxy-pyrrolidine-1,2-dicarboxylic acid 1-tert-butyl ester (15.5 mmol; 5.0 g) in THF (135 mL) is added 1 M THF solution of borane THF complex (31 mmol; 31 mL) at 0° C. under nitrogen. The solution is stirred for 1 hour at room temperature, quenched by dropwise addition of 15 ml of MeOH. After concentrating, the mixture is diluted with dichloromethane and saturated aqueous ammonium chloride solution. The product is extracted twice with dichloromethane. The combined ... The reactants are O (H2O), [OH-].[K+] (KOH), N1(CCCC1)CCOC1=CC=C(C=C1)C=1NC2=CC=NC=C2C1 (2-[4-[2-(1-pyrrolidinyl)ethoxy]phenyl]-5-azaindole), BrC1=C(C(=C(C(=O)OC)C=C1)OC)C (methyl 4-bromo-methyl-2-methoxybenzoate). The solvent is CS(=O)C (DMSO), CS(=O)C (DMSO). Reaction conditions: time 10 minute. Yields the product C(C(=O)O)(=O)O.COC1=C(CN2C(=CC3=CN=CC=C23)C2=CC=C(C=C2)OCCN2CCCC2)C=CC(=C1)C(=O)N1CCCC1 (1-[2-Methoxy-4-(1-pyrrolidinylcarbonyl)-benzyl]-2-[4-[2-(1-pyrrolidinyl)ethoxy]phenyl]-5-azaindole Oxalate). Yield: 17.0%. RXN SMILES: [OH-:1].[K+].[N:3]1([CH2:8][CH2:9][O:10][C:11]2[CH:16]=[CH:15][C:14]([C:17]3[NH:18][C:19]4[C:24]([CH:25]=3)=[CH:23][N:22]=[CH:21][CH:20]=4)=[CH:13][CH:12]=2)[CH2:7][CH2:6][CH2:5][CH2:4]1.Br[C:27]1[CH:36]=[CH:35][C:30]([C:31]([O:33]C)=[O:32])=[C:29]([O:37][CH3:38])[C:28]=1C.[OH2:40]>CS(C)=O>[C:30]([OH:40])(=[O:1])[C:31]([OH:33])=[O:32].[CH3:38][O:37][C:29]1[CH:28]=[C:27]([C:8]([N:3]2[CH2:7][CH2:6][CH2:5][CH2:4]2)=[O:1])[CH:36]=[CH:35][C:30]=1[CH2:31][N:18]1[C:19]2[C:24](=[CH:23][N:22]=[CH:21][CH:20]=2)[CH:25]=[C:17]1[C:14]1[CH:15]=[CH:16][C:11]([O:10][CH2:9][CH2:8][N:3]2[CH2:7][CH2:6][CH2:5][CH2:4]2)=[CH:12][CH:13]=1 |f:0.1,6.7|. Reported procedure: Powdered KOH (730 mg, 13.0 mmol) was added to 25 mL of DMSO at ambient temperature. After 10 min, 2-[4-[2-(1-pyrrolidinyl)ethoxy]phenyl]-5-azaindole (2.0 g, 6.5 mmol) was added. After 45 min, a solution of methyl 4-bromo-methyl-2-methoxybenzoate (1.69 g, 6.5 mmol) in 10 mL of DMSO was added dropwise via cannula. The resulting mixture was stirred overnight then poured into 100 mL of H2O. The aqueous solution was extracted with EtOAc (3×100 mL). The combined organic layers were dried over K2CO3, f...